This data is from the Open Reaction Database (ORD), a public repository of structured organic reaction records. The task is: describe an organic reaction: reactants, conditions, products, and yield Reactants: [Br-].C(C)OC(CCC[Zn+])=O (4-ethoxy-4-oxobutylzinc bromide), BrC1=CC(=C(C=C1OCC1=C(C(=CC=C1OC)F)F)[N+](=O)[O-])Cl (4-bromo-2-chloro-5-(2,3-difluoro-6-methoxybenzyloxy)-1-nitrobenzene), Cl (hydrochloric acid). The reagents and catalysts are C=1C=CC(=CC1)[P](C=2C=CC=CC2)(C=3C=CC=CC3)[Pd]([P](C=4C=CC=CC4)(C=5C=CC=CC5)C=6C=CC=CC6)([P](C=7C=CC=CC7)(C=8C=CC=CC8)C=9C=CC=CC9)[P](C=1C=CC=CC1)(C=1C=CC=CC1)C=1C=CC=CC1 (tetrakis(triphenylphosphine)palladium(0)). The solvent is O1CCCC1 (tetrahydrofuran). Run at time 8 hour. Product: ClC=1C(=CC(=C(C1)CCCC(=O)OCC)OCC1=C(C(=CC=C1OC)F)F)[N+](=O)[O-] (ethyl 4-[5-chloro-2-(2,3-difluoro-6-methoxybenzyloxy)-4-nitro-phenyl]butyrate). As a reaction SMILES: Br[C:2]1[C:7]([O:8][CH2:9][C:10]2[C:15]([O:16][CH3:17])=[CH:14][CH:13]=[C:12]([F:18])[C:11]=2[F:19])=[CH:6][C:5]([N+:20]([O-:22])=[O:21])=[C:4]([Cl:23])[CH:3]=1.[Br-].[CH2:25]([O:27][C:28](=[O:33])[CH2:29][CH2:30][CH2:31][Zn+])[CH3:26].Cl>O1CCCC1.C1C=CC([P]([Pd]([P](C2C=CC=CC=2)(C2C=CC=CC=2)C2C=CC=CC=2)([P](C2C=CC=CC=2)(C2C=CC=CC=2)C2C=CC=CC=2)[P](C2C=CC=CC=2)(C2C=CC=CC=2)C2C=CC=CC=2)(C2C=CC=CC=2)C2C=CC=CC=2)=CC=1>[Cl:23][C:4]1[C:5]([N+:20]([O-:22])=[O:21])=[CH:6][C:7]([O:8][CH2:9][C:10]2[C:15]([O:16][CH3:17])=[CH:14][CH:13]=[C:12]([F:18])[C:11]=2[F:19])=[C:2]([CH2:31][CH2:30][CH2:29][C:28]([O:27][CH2:25][CH3:26])=[O:33])[CH:3]=1 |f:1.2,^1:43,45,64,83|. Procedure: To a suspension of 4-bromo-2-chloro-5-(2,3-difluoro-6-methoxybenzyloxy)-1-nitrobenzene (2.04 g) in tetrahydrofuran (10 mL) were added 4-ethoxy-4-oxobutylzinc bromide (0.5 mol/L tetrahydrofuran solution, 12 mL) and tetrakis(triphenylphosphine)palladium(0) (0.2 g), and the mixture was stirred at room temperature under an argon atmosphere overnight. The reaction mixture was poured into 1 mol/L hydrochloric acid, and the resulting mixture was extracted with ethyl acetate. The extract was washed with... Procedure: A solution of 4-styrylpyridine (4.0 g, 22.1 mmol) and 2-chloromethylbenzimidazole (3.7 g, 22.1 mmol) in dimethylformamide (20 ml) was heated at 110°-120° C. under a nitrogen atmosphere for 1.5 hours. The mixture was cooled to room temperature, diluted with ethanol (380 ml) and carefully treated with sodium borohydride (880 mg, 23.2 mmol). The mixture was stirred at room temperature for 2 hours, then heated at reflux for 1 hour before stirring at room temperature overnight. The ethanol was evapor... Yields the product C1(=CC=CC=C1)/C=C/C=1CCN(CC1)CC=1NC2=C(N1)C=CC=C2 ((E)-2-(4-[2-Phenylethenyl]-1,2,3,6-tetrahydropyridin-1-ylmethyl)benzimidazole), solid. Reaction SMILES: [CH:1]([C:9]1[CH:14]=[CH:13][N:12]=[CH:11][CH:10]=1)=[CH:2][C:3]1[CH:8]=[CH:7][CH:6]=[CH:5][CH:4]=1.Cl[CH2:16][C:17]1[NH:18][C:19]2[CH:25]=[CH:24][CH:23]=[CH:22][C:20]=2[N:21]=1.[BH4-].[Na+]>CN(C)C=O.C(O)C>[C:3]1(/[CH:2]=[CH:1]/[C:9]2[CH2:14][CH2:13][N:12]([CH2:16][C:17]3[NH:18][C:19]4[CH:25]=[CH:24][CH:23]=[CH:22][C:20]=4[N:21]=3)[CH2:11][CH:10]=2)[CH:8]=[CH:7][CH:6]=[CH:5][CH:4]=1 |f:2.3|. Solvent: CN(C=O)C (dimethylformamide), C(C)O (ethanol). Run at time 2 hour. The yield is 13.0%. Starting materials: C(=CC1=CC=CC=C1)C1=CC=NC=C1 (4-styrylpyridine), ClCC=1NC2=C(N1)C=CC=C2 (2-chloromethylbenzimidazole), [BH4-].[Na+] (sodium borohydride). Starting materials: FC=1C=CC(=C(C1)C1=C2C(=NC=C1)NC(=C2)C2CCN(CC2)C(=O)OC(C)(C)C)OC (tert-butyl 4-(4-(5-fluoro-2-methoxyphenyl)-1H-pyrrolo[2,3-b]pyridin-2-yl)piperidine-1-carboxylate), FC(C(=O)O)(F)F (trifluoroacetic acid). Solvent: ClCCl (dichloromethane). Conditions: time 3 hour. Product: FC=1C=CC(=C(C1)C1=C2C(=NC=C1)NC(=C2)C2CCNCC2)OC (4-(5-fluoro-2-methoxyphenyl)-2-(piperidin-4-yl)-1H-pyrrolo[2,3-b]pyridine), hydrochloride salt. RXN SMILES: [F:1][C:2]1[CH:3]=[CH:4][C:5]([O:30][CH3:31])=[C:6]([C:8]2[CH:13]=[CH:12][N:11]=[C:10]3[NH:14][C:15]([CH:17]4[CH2:22][CH2:21][N:20](C(OC(C)(C)C)=O)[CH2:19][CH2:18]4)=[CH:16][C:9]=23)[CH:7]=1.FC(F)(F)C(O)=O>ClCCl>[F:1][C:2]1[CH:3]=[CH:4][C:5]([O:30][CH3:31])=[C:6]([C:8]2[CH:13]=[CH:12][N:11]=[C:10]3[NH:14][C:15]([CH:17]4[CH2:18][CH2:19][NH:20][CH2:21][CH2:22]4)=[CH:16][C:9]=23)[CH:7]=1. Procedure details: A solution of Example 135A (0.955 g, 2.24 mmol) in dichloromethane (20 mL) was treated with trifluoroacetic acid (1.73 mL, 22.4 mmol) and the mixture was stirred for 3 hours. After concentration, the residue was dissolved in 10 mL methanol and treated with 30 mL 1M hydrogen chloride in ether. After stirring for 15 minutes, the mixture was treated with ether and the solids were filtered, washed with ether and oven-dried to afford the title compound as a hydrochloride salt. MS (ESI+) m/z 326.1 (M+... Starting materials: FC1=C(C=O)C(=CC(=C1)F)C#CC (2,4-difluoro-6-prop-1-ynylbenzaldehyde), N (ammonia), CO (methanol). Reaction conditions: temperature 80 celsius. The product is FC=1C=C2C=C(N=CC2=C(C1)F)C (6,8-Difluoro-3-methylisoquinoline). The yield is 59.0%. RXN SMILES: [F:1][C:2]1[CH:9]=[C:8]([F:10])[CH:7]=[C:6]([C:11]#[C:12][CH3:13])[C:3]=1[CH:4]=O.[NH3:14].CO>>[F:10][C:8]1[CH:7]=[C:6]2[C:3](=[C:2]([F:1])[CH:9]=1)[CH:4]=[N:14][C:12]([CH3:13])=[CH:11]2. Reported procedure: A mixture of 2,4-difluoro-6-prop-1-ynylbenzaldehyde (Description 71, 8.7 g; 48.8 mmol) and 2.0M ammonia in methanol (244 ml; 488 mmol) were heated together at 80° C. in a Parr apparatus (approx 35 psi achieved) for 5 hours. The cooled mixture was evaporated and the residue purified by column chromatography on silica-elution with 100% dichloromethane to give the title compound (5.2 g, 59%) as a brown solid. The solvent is CO (methanol). Procedure: In the manner given in Example 1, 2-amino-7-cyano-5-(p-methylsulfonylphenyl)-3H-1,4-benzodiazepine, methyl propiolate and methanol were refluxed. The mixture was chromatographed to give 9-cyano-7-(p-methylsulfonylphenyl)pyrimido[1,2-a][1,4]benzodiazepin-3(5H)-one. The product is C(#N)C=1C=CC2=C(C(=NCC=3N2C=CC(N3)=O)C3=CC=C(C=C3)S(=O)(=O)C)C1 (9-cyano-7-(p-methylsulfonylphenyl)pyrimido[1,2-a][1,4]benzodiazepin-3(5H)-one). Reactants: NC1=NC2=C(C(=NC1)C1=CC=C(C=C1)S(=O)(=O)C)C=C(C=C2)C#N (2-amino-7-cyano-5-(p-methylsulfonylphenyl)-3H-1,4-benzodiazepine), C(C#C)(=O)OC (methyl propiolate). RXN SMILES: [NH2:1][C:2]1[CH2:8][N:7]=[C:6]([C:9]2[CH:14]=[CH:13][C:12]([S:15]([CH3:18])(=[O:17])=[O:16])=[CH:11][CH:10]=2)[C:5]2[CH:19]=[C:20]([C:23]#[N:24])[CH:21]=[CH:22][C:4]=2[N:3]=1.[C:25](OC)(=[O:28])[C:26]#[CH:27]>CO>[C:23]([C:20]1[CH:21]=[CH:22][C:4]2[N:3]3[CH:27]=[CH:26][C:25](=[O:28])[N:1]=[C:2]3[CH2:8][N:7]=[C:6]([C:9]3[CH:14]=[CH:13][C:12]([S:15]([CH3:18])(=[O:17])=[O:16])=[CH:11][CH:10]=3)[C:5]=2[CH:19]=1)#[N:24].